This data is from the Open Reaction Database (ORD), a public repository of structured organic reaction records. The task is: describe an organic reaction: reactants, conditions, products, and yield Reaction SMILES: [CH3:1][CH2:2][OH:3].[CH3:4][O:5][c:6]1[cH:7][c:8]2[c:13]([cH:14][c:15]1[O:16][CH3:17])[O:12][C:11]([CH3:18])([CH3:19])[CH2:10][C:9]2=[O:20].[ClH:21].[O:22]1[CH2:23][CH2:24][CH2:25][CH2:26]1>>[CH3:4][O:5][c:6]1[cH:7][c:8]2[c:13]([cH:14][c:15]1[O:16][CH3:17])[O:12][C:11]([CH3:18])([CH3:19])[CH:10]=[CH:9]2. Yields the product COc1cc2c(cc1OC)OC(C)(C)C=C2. Starting materials: CCO, COc1cc2c(cc1OC)C(=O)CC(C)(C)O2, Cl, C1CCOC1. Reactants: CC1=NC=NC(=C1C(=O)O)C (4,6-dimethyl-pyrimidine-5-carboxylic acid), NCC=1C=C(CN(C2CCCC=3C=CC=NC23)CC2=NC3=C(N2)C=CC=C3)C=CC1 ((3-aminomethyl-benzyl)-(1H-benzoimidazol-2-ylmethyl)-(5,6,7,8-tetrahydro-quinolin-8-yl)-amine), C=1C=CC2=C(C1)N=NN2O (HOBT), CN1CCOCC1 (4-methylmorpholine), CCN=C=NCCCN(C)C (EDCI). The solvent is CN(C)C=O (DMF). Reaction conditions: time 8 hour. Yields the product C(C)OC(=O)C=1C(=NC=NC1C)C (4,6-dimethyl-pyrimidine-5-carboxylic acid ethyl ester). As a reaction SMILES: [CH3:1][C:2]1[C:7]([C:8]([OH:10])=[O:9])=[C:6]([CH3:11])[N:5]=[CH:4][N:3]=1.N[CH2:13][C:14]1C=C(C=CC=1)CN(CC1NC2C=CC=CC=2N=1)C1C2N=CC=CC=2CCC1.C1C=CC2N(O)N=NC=2C=1.CN1CCOCC1.CCN=C=NCCCN(C)C>CN(C=O)C>[CH2:13]([O:9][C:8]([C:7]1[C:2]([CH3:1])=[N:3][CH:4]=[N:5][C:6]=1[CH3:11])=[O:10])[CH3:14]. Procedure details: Using General Procedure F: A solution of 4,6-dimethyl-pyrimidine-5-carboxylic acid from above (prepared as described in patent application PCT/US00/11632) (42 mg, 0.28 mmol), (3-aminomethyl-benzyl)-(1H-benzoimidazol-2-ylmethyl)-(5,6,7,8-tetrahydro-quinolin-8-yl)-amine (100 mg, 0.25 mmol), HOBT (38 mg, 0.28 mmol) and 4-methylmorpholine (40 μL, 0.38 mmol) in DMF (0.8 mL) was flushed with N2. EDCI (54 mg, 0.28 mmol) was added and the mixture was stirred at room temperature overnight. Purification o... The reactants are CC1CCNCC1, O=S(=O)(c1cccc2ccccc12)N1CCSCC1CCCl. The product is CC1CCN(CCC2CSCCN2S(=O)(=O)c2cccc3ccccc23)CC1. RXN SMILES: [CH3:23][CH:24]1[CH2:25][CH2:26][NH:27][CH2:28][CH2:29]1.[Cl:1][CH2:2][CH2:3][CH:4]1[CH2:5][S:6][CH2:7][CH2:8][N:9]1[S:10](=[O:11])(=[O:12])[c:13]1[cH:14][cH:15][cH:16][c:17]2[cH:18][cH:19][cH:20][cH:21][c:22]12>>[CH2:2]([CH2:3][CH:4]1[CH2:5][S:6][CH2:7][CH2:8][N:9]1[S:10](=[O:11])(=[O:12])[c:13]1[cH:14][cH:15][cH:16][c:17]2[cH:18][cH:19][cH:20][cH:21][c:22]12)[N:27]1[CH2:26][CH2:25][CH:24]([CH3:23])[CH2:29][CH2:28]1. Reactants: N1=C(NC2=C1C=CC=C2)CNC(=O)C=2C=CC1=C(CNC([C@@H](N1)CC(=O)OC)=O)C2 (Methyl (S)-2,3,4,5-tetrahydro-7-[[[(benzimidazol-2-yl)methyl]amino]carbonyl]-3-oxo-1H-1,4-benzodiazepine-2-acetate), [Li+].[OH-] (LiOH). Product: N1=C(NC2=C1C=CC=C2)CNC(=O)C=2C=CC1=C(CNC([C@@H](N1)CC(=O)O)=O)C2 ((S)-2,3,4,5-Tetrahydro-7-[[[(benzimidazol-2-yl)methyl]amino]carbonyl]-3-oxo-1H-1,4-benzodiazepine-2-acetic acid). Yield: 66.0%. RXN SMILES: [N:1]1[C:5]2[CH:6]=[CH:7][CH:8]=[CH:9][C:4]=2[NH:3][C:2]=1[CH2:10][NH:11][C:12]([C:14]1[CH:15]=[CH:16][C:17]2[NH:23][C@@H:22]([CH2:24][C:25]([O:27]C)=[O:26])[C:21](=[O:29])[NH:20][CH2:19][C:18]=2[CH:30]=1)=[O:13].[Li+].[OH-]>>[N:1]1[C:5]2[CH:6]=[CH:7][CH:8]=[CH:9][C:4]=2[NH:3][C:2]=1[CH2:10][NH:11][C:12]([C:14]1[CH:15]=[CH:16][C:17]2[NH:23][C@@H:22]([CH2:24][C:25]([OH:27])=[O:26])[C:21](=[O:29])[NH:20][CH2:19][C:18]=2[CH:30]=1)=[O:13] |f:1.2|. Reported procedure: Methyl (S)-2,3,4,5-tetrahydro-7-[[[(benzimidazol-2-yl)methyl]amino]carbonyl]-3-oxo-1H-1,4-benzodiazepine-2-acetate is hydrolyzed with 1M LiOH to yield the title compound (66%) as a white powder: [α]n25 −145.3° (c=1, CH3OH); MS (ES) m/e 394.2 (M+H)+. Anal. Calcd for C20H19N5O4.2 TFA.0.125 H2O: C, 46.22; H, 3.43; N, 11.23. Found: C, 46.13; H, 3.78; N, 11.49. The reactants are benzyl ester, C(=O)(OC(C)(C)C)N[C@@H](CC(C)C)C(=O)O (BOC-L-leucine), 9-borabicyclo[3.3.1]-nonane (9-BBN)in hexanes, C(C1=CC=CC=C1)OC(C(N(CC=C)C(C)(C)C)C(=O)OC(C)(C)C)=O (racemic BOC-(2-isobutyl)-allyl glycine benzyl ester), C(C=C)Br (allyl bromide). Solvent: C1CCOC1 (THF). Reaction conditions: time 16 hour. Yields the product C(C1=CC=CC=C1)OC(C(N(CCCO)C(C)(C)C)C(=O)OC(C)(C)C)=O (BOC-(2-isobutyl)-3-hydroxypropyl glycine benzyl ester). As a reaction SMILES: C(N[C@H](C(O)=O)CC(C)C)(OC(C)(C)C)=[O:2].[CH2:17]([O:24][C:25](=[O:42])[CH:26]([C:35]([O:37][C:38]([CH3:41])([CH3:40])[CH3:39])=[O:36])[N:27]([C:31]([CH3:34])([CH3:33])[CH3:32])[CH2:28][CH:29]=[CH2:30])[C:18]1[CH:23]=[CH:22][CH:21]=[CH:20][CH:19]=1.C(Br)C=C>C1COCC1>[CH2:17]([O:24][C:25](=[O:42])[CH:26]([C:35]([O:37][C:38]([CH3:41])([CH3:40])[CH3:39])=[O:36])[N:27]([C:31]([CH3:32])([CH3:33])[CH3:34])[CH2:28][CH2:29][CH2:30][OH:2])[C:18]1[CH:19]=[CH:20][CH:21]=[CH:22][CH:23]=1. Reported procedure: BOC-L-leucine is converted to racemic BOC-(2-isobutyl)-allyl glycine benzyl ester using essentially the procedures of Example 20, Steps A and B, substituting allyl bromide in the alkylation step. The benzyl ester (2.07 g, 5.73 mmol) is dissolved in THF (40 ml), under nitrogen, 0.5M 9-borabicyclo[3.3.1]-nonane (9-BBN)in hexanes (46 ml, 23 mmol) is added and mixture stirred at room temperature for 16 hours. The reaction mixture is quenched with water (1 ml) and a mixture of 1N aqueous sodium hydro... The reactants are O=[N+]([O-])c1oc2ccc(CBr)cc2c1-c1ccccc1, CC(C)=O, CCOCC, CCOC(=O)C1CCNCC1. Yields the product Br, CCOC(=O)C1CCN(c2ccc3oc([N+](=O)[O-])c(-c4ccccc4)c3c2)CC1. As a reaction SMILES: [Br:12][CH2:13][c:14]1[cH:15][cH:16][c:17]2[c:18]([c:19](-[c:25]3[cH:26][cH:27][cH:28][cH:29][cH:30]3)[c:20]([N+:22](=[O:23])[O-:24])[o:21]2)[cH:31]1.[CH3:32][C:33](=[O:34])[CH3:35].[CH3:36][CH2:37][O:38][CH2:39][CH3:40].[NH:1]1[CH2:2][CH2:3][CH:4]([C:5](=[O:6])[O:7][CH2:8][CH3:9])[CH2:10][CH2:11]1>>[BrH:12].[N:1]1([c:14]2[cH:15][cH:16][c:17]3[c:18]([c:19](-[c:25]4[cH:26][cH:27][cH:28][cH:29][cH:30]4)[c:20]([N+:22](=[O:23])[O-:24])[o:21]3)[cH:31]2)[CH2:2][CH2:3][CH:4]([C:5](=[O:6])[O:7][CH2:8][CH3:9])[CH2:10][CH2:11]1. The reactants are CCn1nccc1C(=O)O, CN(C)C=O, CN1CCCC1=O, O=C(Cl)C(=O)Cl, Nc1cc(Oc2ccc3nc(NC(=O)C4CC4)cn3n2)ccc1F, C1CCOC1. Yields the product CCn1nccc1C(=O)Nc1cc(Oc2ccc3nc(NC(=O)C4CC4)cn3n2)ccc1F. RXN SMILES: [CH2:1]([CH3:2])[n:3]1[n:4][cH:5][cH:6][c:7]1[C:8](=[O:9])[OH:10].[CH3:11][N:12]([CH3:13])[CH:14]=[O:15].[CH3:46][N:47]1[CH2:48][CH2:49][CH2:50][C:51]1=[O:52].[Cl:16][C:17]([C:18]([Cl:19])=[O:20])=[O:21].[NH2:22][c:23]1[cH:24][c:25]([O:26][c:27]2[cH:28][cH:29][c:30]3[n:31]([n:32]2)[cH:33][c:34]([NH:36][C:37](=[O:38])[CH:39]2[CH2:40][CH2:41]2)[n:35]3)[cH:42][cH:43][c:44]1[F:45].[O:53]1[CH2:54][CH2:55][CH2:56][CH2:57]1>>[CH2:1]([CH3:2])[n:3]1[n:4][cH:5][cH:6][c:7]1[C:8](=[O:10])[NH:22][c:23]1[cH:24][c:25]([O:26][c:27]2[cH:28][cH:29][c:30]3[n:31]([n:32]2)[cH:33][c:34]([NH:36][C:37](=[O:38])[CH:39]2[CH2:40][CH2:41]2)[n:35]3)[cH:42][cH:43][c:44]1[F:45].